From a dataset of the Open Reaction Database (ORD), a public repository of structured organic reaction records. describe an organic reaction: reactants, conditions, products, and yield Reactants: CC(=O)OCc1nc2sc(S(N)(=O)=O)cc2c(=O)n1-c1ccccc1Cl, CO, Cl, O. The product is NS(=O)(=O)c1cc2c(=O)n(-c3ccccc3Cl)c(CO)nc2s1. As a reaction SMILES: [C:1](=[O:2])([CH3:3])[O:4][CH2:5][c:6]1[n:7](-[c:20]2[c:21]([Cl:26])[cH:22][cH:23][cH:24][cH:25]2)[c:8](=[O:19])[c:9]2[c:10]([n:11]1)[s:12][c:13]([S:15]([NH2:16])(=[O:17])=[O:18])[cH:14]2.[CH3:27][OH:28].[ClH:29].[OH2:30]>>[OH:4][CH2:5][c:6]1[n:7](-[c:20]2[c:21]([Cl:26])[cH:22][cH:23][cH:24][cH:25]2)[c:8](=[O:19])[c:9]2[c:10]([n:11]1)[s:12][c:13]([S:15]([NH2:16])(=[O:17])=[O:18])[cH:14]2.